Dataset: the Open Reaction Database (ORD), a public repository of structured organic reaction records. Task: describe an organic reaction: reactants, conditions, products, and yield Starting materials: C(C)(=O)Cl (acetyl chloride), C(C=C)N (allylamine), 3A, O=C(CC(=O)OC)C(COCC1=CC=CC=C1)C (Methyl 3-oxo-4-methyl-5-benzyloxypentanoate). Solvent: CO (methanol), CO (methanol). Reaction conditions: temperature 40 celsius, time 12 hour. The product is C(C)(=O)C(C(=O)OC)=C(C(COCC1=CC=CC=C1)C)NCC=C (methyl 2-acetyl-3-allylamino-4-methyl-5-benzyloxy-2-pentenoate). As a reaction SMILES: O=[C:2]([CH:8]([CH3:18])[CH2:9][O:10][CH2:11][C:12]1[CH:17]=[CH:16][CH:15]=[CH:14][CH:13]=1)[CH2:3][C:4]([O:6][CH3:7])=[O:5].[CH2:19]([NH2:22])[CH:20]=[CH2:21].[C:23](Cl)(=[O:25])[CH3:24]>CO>[C:23]([C:3](=[C:2]([NH:22][CH2:19][CH:20]=[CH2:21])[CH:8]([CH3:18])[CH2:9][O:10][CH2:11][C:12]1[CH:17]=[CH:16][CH:15]=[CH:14][CH:13]=1)[C:4]([O:6][CH3:7])=[O:5])(=[O:25])[CH3:24]. Reported procedure: Methyl 3-oxo-4-methyl-5-benzyloxypentanoate (1.11 g; 4.43 mmole) was dissolved in dry methanol (5 ml), allylamine (1.26 g) and molecular sieve 3A (0.6 g) were added thereto and then a solution of acetyl chloride (1.04 g; 13.3 mmole) in dry methanol (2 ml) was added thereto with icecooling, followed by stirring at 40° C. for 12 hours. The molecular sieve was removed by filtration, and the filtrate was diluted with ethyl acetate. The reaction mixture was washed successively with a saturated sodium... The reactants are SCC(=O)O (mercaptoacetic acid), C(C)(C)(C)C1=NC(=CC(=C1)C)C(C)(C)C (2,6-di-tert-butyl-4-methylpyridine), FC(S(=O)(=O)[O-])(F)F.FC(C(C(C(C(C(C([I+]C1=CC=CC=C1)(F)F)(F)F)(F)F)(F)F)(F)F)(F)F)(C(F)(F)F)F (heptadecafluoro-n-octylphenyliodonium trifluoromethanesulfonate). The solvent is C(Cl)Cl (methylene chloride). The product is FC(C(C(C(C(C(C(CC(=S)O)(F)F)(F)F)(F)F)(F)F)(F)F)(F)F)(C(F)(F)F)F (heptadecafluoro-n-octylthioacetic acid). Reaction SMILES: S[CH2:2][C:3]([OH:5])=O.C(C1C=C(C)C=C(C(C)(C)C)N=1)(C)(C)C.FC(F)(F)[S:23]([O-])(=O)=O.[F:29][C:30]([F:60])([C:56]([F:59])([F:58])[F:57])[C:31]([F:55])([F:54])[C:32]([F:53])([F:52])[C:33]([F:51])([F:50])[C:34]([F:49])([F:48])[C:35]([F:47])([F:46])[C:36]([F:45])([F:44])[I+]C1C=CC=CC=1>C(Cl)Cl>[F:29][C:30]([F:60])([C:56]([F:59])([F:58])[F:57])[C:31]([F:55])([F:54])[C:32]([F:53])([F:52])[C:33]([F:51])([F:50])[C:34]([F:49])([F:48])[C:35]([F:47])([F:46])[C:36]([F:45])([F:44])[CH2:2][C:3]([OH:5])=[S:23] |f:2.3|. Procedure: 2.0 ml of methylene chloride, 0.03 ml (0.42 mmol) of mercaptoacetic acid and 80 mg (0.39 mmol) of 2,6-di-tert-butyl-4-methylpyridine were charged in a flask, and 290 mg (0.38 mmol) of heptadecafluoro-n-octylphenyliodonium trifluoromethanesulfonate was added thereto in small portions while stirring at room temperature, followed by stirring for 20 minutes at room temperature. The resulting preciptiate was filtered, subjected to silica gel column chromatography and, after eluting iodobenzene with p... The reactants are C(C1=CC=CC=C1)OC1=C(C=C(C=C1)B1OC(C(O1)(C)C)(C)C)C (2-(4-benzyloxy-3-methylphenyl)-4,4,5,5-tetramethyl-1,3,2-dioxaborolane), BrC1=NC=C(C=C1)C=1N(C=C(N1)C(F)(F)F)COCC[Si](C)(C)C (2-bromo-5-[4-(trifluoromethyl)-1-[[2-(trimethylsilyl)ethoxy]methyl]-1H-imidazol-2-yl]pyridine). The product is C(C1=CC=CC=C1)OC1=C(C=C(C=C1)C1=CC=C(C=N1)C=1N(C=C(N1)C(F)(F)F)COCC[Si](C)(C)C)C (2-[[2-[6-(4-benzyloxy-3-methylphenyl)-3-pyridyl]-4-(trifluoromethyl)imidazol-1-yl]methoxy]ethyltrimethylsilane). Isolated yield 99.7%. RXN SMILES: [CH2:1]([O:8][C:9]1[CH:14]=[CH:13][C:12](B2OC(C)(C)C(C)(C)O2)=[CH:11][C:10]=1[CH3:24])[C:2]1[CH:7]=[CH:6][CH:5]=[CH:4][CH:3]=1.Br[C:26]1[CH:31]=[CH:30][C:29]([C:32]2[N:33]([CH2:41][O:42][CH2:43][CH2:44][Si:45]([CH3:48])([CH3:47])[CH3:46])[CH:34]=[C:35]([C:37]([F:40])([F:39])[F:38])[N:36]=2)=[CH:28][N:27]=1>>[CH2:1]([O:8][C:9]1[CH:14]=[CH:13][C:12]([C:26]2[N:27]=[CH:28][C:29]([C:32]3[N:33]([CH2:41][O:42][CH2:43][CH2:44][Si:45]([CH3:48])([CH3:47])[CH3:46])[CH:34]=[C:35]([C:37]([F:39])([F:40])[F:38])[N:36]=3)=[CH:30][CH:31]=2)=[CH:11][C:10]=1[CH3:24])[C:2]1[CH:3]=[CH:4][CH:5]=[CH:6][CH:7]=1. Reported procedure: By using 2-(4-benzyloxy-3-methylphenyl)-4,4,5,5-tetramethyl-1,3,2-dioxaborolane (1.08 g) and 2-bromo-5-[4-(trifluoromethyl)-1-[[2-(trimethylsilyl)ethoxy]methyl]-1H-imidazol-2-yl]pyridine (0.7 g), the procedure was carried out in the same manner as in Reference example 1-3) to obtain 2-[[2-[6-(4-benzyloxy-3-methylphenyl)-3-pyridyl]-4-(trifluoromethyl)imidazol-1-yl]methoxy]ethyltrimethylsilane (0.892 g). The reactants are CC(=O)O, CN1CCC(c2ccccc2)O1, [Na+], [OH-]. Product: CNCCC(O)c1ccccc1. RXN SMILES: [CH3:15][C:16](=[O:17])[OH:18].[CH3:1][N:2]1[O:3][CH:4]([c:7]2[cH:8][cH:9][cH:10][cH:11][cH:12]2)[CH2:5][CH2:6]1.[Na+:14].[OH-:13]>>[CH3:1][NH:2][CH2:6][CH2:5][CH:4]([OH:3])[c:7]1[cH:8][cH:9][cH:10][cH:11][cH:12]1.